From a dataset of the Open Reaction Database (ORD), a public repository of structured organic reaction records. describe an organic reaction: reactants, conditions, products, and yield The reactants are C([O-])([O-])=O.[Na+].[Na+] (Sodium carbonate), S(=O)(=O)([O-])[O-].[Na+].[Na+] (sodium sulfate), [Cl-].[Al+3].[Cl-].[Cl-] (Aluminum chloride), C(CC)(=O)Cl (propionyl chloride), S1C=2N(C=C1)C=NC2 (imidazo[5,1-b]thiazole), C(CC)(=O)Cl (Propionyl chloride), [Cl-].[Al+3].[Cl-].[Cl-] (aluminum chloride), ice. Run in ClCCl (Dichloromethane), C(=S)=S (carbon disulfide), ClCCl (dichloromethane). Reaction conditions: time 18 hour. Yields the product C(CC)(=O)C=1N=CN2C1SC=C2 (7-propionylimidazo[5,1-b]thiazole). RXN SMILES: [Cl-].[Al+3].[Cl-].[Cl-].[C:5](Cl)(=[O:8])[CH2:6][CH3:7].[S:10]1[CH:14]=[CH:13][N:12]2[CH:15]=[N:16][CH:17]=[C:11]12.C(=O)([O-])[O-].[Na+].[Na+].S([O-])([O-])(=O)=O.[Na+].[Na+]>C(=S)=S.ClCCl>[C:5]([C:17]1[N:16]=[CH:15][N:12]2[CH:13]=[CH:14][S:10][C:11]=12)(=[O:8])[CH2:6][CH3:7] |f:0.1.2.3,6.7.8,9.10.11|. Procedure: Aluminum chloride (16.0 g) was added to a solution of 12.1 ml of propionyl chloride in 100 ml of carbon disulfide. A solution of 2.48 g of imidazo[5,1-b]thiazole in 100 ml of dichloromethane was added dropwise thereto. The mixture was stirred at room temperature for 18 hr. Propionyl chloride (12.1 ml) and 16.0 g of aluminum chloride were further added thereto, followed by stirring for 24 hr. The reaction solution was poured into 100 g of ice. Dichloromethane (200 ml) was added thereto. Sodium ca... Starting materials: C1(CC1)N (cyclopropanamine), OC(=O)C(F)(F)F.C(C1=CC=CC=C1)N1CC2=NC(=C(N=C2CC1)N1CCC(CC1)OC1=C(C=C(C=C1)OC)F)Cl (6-benzyl-3-chloro-2-(4-(2-fluoro-4-methoxyphenoxy)piperidin-1-yl)-5,6,7,8-tetrahydropyrido[3,4-b]pyrazine TFA salt), CC(C)([O-])C.[Na+] (sodium tert-butoxide). The reagents and catalysts are C=1C=CC(=CC1)/C=C/C(=O)/C=C/C2=CC=CC=C2.C=1C=CC(=CC1)/C=C/C(=O)/C=C/C2=CC=CC=C2.C=1C=CC(=CC1)/C=C/C(=O)/C=C/C2=CC=CC=C2.[Pd].[Pd] (Pd2(dba)3), C=1C=CC(=CC1)P(C=2C=CC=CC2)C3=CC=C4C=CC=CC4=C3C5=C6C=CC=CC6=CC=C5P(C=7C=CC=CC7)C=8C=CC=CC8 (BINAP). The solvent is C1(=CC=CC=C1)C (toluene). Conditions: temperature 90 celsius. Product: C(C1=CC=CC=C1)N1CC2=NC(=C(N=C2CC1)N1CCC(CC1)OC1=C(C=C(C=C1)OC)F)NC1CC1 (6-benzyl-N-cyclopropyl-2-(4-(2-fluoro-4-methoxyphenoxy)piperidin-1-yl)-5,6,7,8-tetrahydropyrido[3,4-b]pyrazin-3-amine), C(=O)(C(F)(F)F)O (TFA). The yield is 362.6%. Reaction SMILES: [CH:1]1([NH2:4])[CH2:3][CH2:2]1.[OH:5][C:6]([C:8]([F:11])([F:10])[F:9])=[O:7].[CH2:12]([N:19]1[CH2:28][CH2:27][C:26]2[C:21](=[N:22][C:23](Cl)=[C:24]([N:29]3[CH2:34][CH2:33][CH:32]([O:35][C:36]4[CH:41]=[CH:40][C:39]([O:42][CH3:43])=[CH:38][C:37]=4[F:44])[CH2:31][CH2:30]3)[N:25]=2)[CH2:20]1)[C:13]1[CH:18]=[CH:17][CH:16]=[CH:15][CH:14]=1.CC(C)([O-])C.[Na+]>C1(C)C=CC=CC=1.C1C=CC(/C=C/C(/C=C/C2C=CC=CC=2)=O)=CC=1.C1C=CC(/C=C/C(/C=C/C2C=CC=CC=2)=O)=CC=1.C1C=CC(/C=C/C(/C=C/C2C=CC=CC=2)=O)=CC=1.[Pd].[Pd].C1C=CC(P(C2C(C3C(P(C4C=CC=CC=4)C4C=CC=CC=4)=CC=C4C=3C=CC=C4)=C3C(C=CC=C3)=CC=2)C2C=CC=CC=2)=CC=1>[CH2:12]([N:19]1[CH2:28][CH2:27][C:26]2[C:21](=[N:22][C:23]([NH:4][CH:1]3[CH2:3][CH2:2]3)=[C:24]([N:29]3[CH2:30][CH2:31][CH:32]([O:35][C:36]4[CH:41]=[CH:40][C:39]([O:42][CH3:43])=[CH:38][C:37]=4[F:44])[CH2:33][CH2:34]3)[N:25]=2)[CH2:20]1)[C:13]1[CH:18]=[CH:17][CH:16]=[CH:15][CH:14]=1.[C:6]([OH:7])([C:8]([F:11])([F:10])[F:9])=[O:5] |f:1.2,3.4,6.7.8.9.10|. Reported procedure: A mixture of cyclopropanamine (27.2 mg, 0.477 mmol), 6-benzyl-3-chloro-2-(4-(2-fluoro-4-methoxyphenoxy)piperidin-1-yl)-5,6,7,8-tetrahydropyrido[3,4-b]pyrazine TFA salt (71.2 mg, 0.119 mmol), sodium tert-butoxide (22.9 mg, 0.239 mmol), BINAP (11.1 mg, 0.018 mmol) and Pd2(dba)3 (5.5 mg, 5.96 μmol) in toluene (400 μL) was heated at 90° C. for 14 h. The mixture was directly purified by HPLC Method A to give the title compound as a TFA salt (49.2 mg, 66.8%) as a yellow solid. 1H NMR (400 MHz, methano... Reactants: CC(C)C(NC(=O)Cn1c(-c2ccccc2)ncc(NC(=O)OCc2ccccc2)c1=O)C(O)C(F)(F)F, Cc1ccccc1, CS(C)=O, CCOC(C)=O, O=C(O)C(Cl)Cl. Product: CC(C)C(NC(=O)Cn1c(-c2ccccc2)ncc(NC(=O)OCc2ccccc2)c1=O)C(=O)C(F)(F)F. Reaction SMILES: [CH2:1]([c:2]1[cH:3][cH:4][cH:5][cH:6][cH:7]1)[O:8][C:9](=[O:10])[NH:11][c:12]1[cH:13][n:14][c:15](-[c:33]2[cH:34][cH:35][cH:36][cH:37][cH:38]2)[n:16]([CH2:19][C:20](=[O:21])[NH:22][CH:23]([CH:24]([C:25]([F:26])([F:27])[F:28])[OH:29])[CH:30]([CH3:31])[CH3:32])[c:17]1=[O:18].[CH3:45][c:46]1[cH:47][cH:48][cH:49][cH:50][cH:51]1.[CH3:52][S:53](=[O:54])[CH3:55].[CH3:56][CH2:57][O:58][C:59](=[O:60])[CH3:61].[OH:39][C:40]([CH:41]([Cl:42])[Cl:43])=[O:44]>>[CH2:1]([c:2]1[cH:3][cH:4][cH:5][cH:6][cH:7]1)[O:8][C:9](=[O:10])[NH:11][c:12]1[cH:13][n:14][c:15](-[c:33]2[cH:34][cH:35][cH:36][cH:37][cH:38]2)[n:16]([CH2:19][C:20](=[O:21])[NH:22][CH:23]([C:24]([C:25]([F:26])([F:27])[F:28])=[O:29])[CH:30]([CH3:31])[CH3:32])[c:17]1=[O:18]. Starting materials: O=S(=O)(Nc1cccc2c(Cl)c[nH]c12)c1ccc(CCCBr)cc1, CN(C)C=O, O, c1c[nH]cn1. Product: O=S(=O)(Nc1cccc2c(Cl)c[nH]c12)c1ccc(CCCn2ccnc2)cc1. Reaction SMILES: [Br:1][CH2:2][CH2:3][CH2:4][c:5]1[cH:6][cH:7][c:8]([S:11](=[O:12])(=[O:13])[NH:14][c:15]2[cH:16][cH:17][cH:18][c:19]3[c:20]([Cl:24])[cH:21][nH:22][c:23]23)[cH:9][cH:10]1.[CH3:30][N:31]([CH3:32])[CH:33]=[O:34].[OH2:35].[nH:25]1[cH:26][n:27][cH:28][cH:29]1>>[CH2:2]([CH2:3][CH2:4][c:5]1[cH:6][cH:7][c:8]([S:11](=[O:12])(=[O:13])[NH:14][c:15]2[cH:16][cH:17][cH:18][c:19]3[c:20]([Cl:24])[cH:21][nH:22][c:23]23)[cH:9][cH:10]1)[n:25]1[cH:26][n:27][cH:28][cH:29]1. The reactants are ClCCCCOC=1C=CC2=C(C(OC(N2)=O)(CC)CC)C1 (6-(4-chlorobutoxy)-4,4-diethyl-4H-3,1-benzoxazin-2-one), ClC=1C=C(C=CC1Cl)S (3,4-dichloro-thiophenol). The product is ClC=1C=C(C=CC1Cl)SCCCCOC=1C=CC2=C(C(OC(N2)=O)(CC)CC)C1 (6-[4-(3,4-Dichloro-phenylmercapto)-butoxy]-4,4-diethyl-4H-3,1-benzoxazin-2-one). As a reaction SMILES: Cl[CH2:2][CH2:3][CH2:4][CH2:5][O:6][C:7]1[CH:8]=[CH:9][C:10]2[NH:15][C:14](=[O:16])[O:13][C:12]([CH2:19][CH3:20])([CH2:17][CH3:18])[C:11]=2[CH:21]=1.[Cl:22][C:23]1[CH:24]=[C:25]([SH:30])[CH:26]=[CH:27][C:28]=1[Cl:29]>>[Cl:22][C:23]1[CH:24]=[C:25]([S:30][CH2:2][CH2:3][CH2:4][CH2:5][O:6][C:7]2[CH:8]=[CH:9][C:10]3[NH:15][C:14](=[O:16])[O:13][C:12]([CH2:19][CH3:20])([CH2:17][CH3:18])[C:11]=3[CH:21]=2)[CH:26]=[CH:27][C:28]=1[Cl:29]. Reported procedure: Prepared analogously to Example 1 from 6-(4-chlorobutoxy)-4,4-diethyl-4H-3,1-benzoxazin-2-one and 3,4-dichloro-thiophenol. The reactants are C([O-])([O-])=O.[Cs+].[Cs+] (cesium carbonate), [N+](=O)([O-])C=1C=C(C=CC1)CS ((3-nitrophenyl)methanethiol), CS(=O)(=O)OCC1=CC(=CC=C1)NC(=O)OC(C)(C)C (3-[(tert-butoxycarbonyl)amino]benzyl methanesulfonate). The solvent is CN(C=O)C (N,N-dimethylformamide), CN(C=O)C (N,N-dimethylformamide), C(C)(=O)OCC (ethyl acetate). Run at temperature 0 celsius, time 10 minute. Product: [N+](=O)([O-])C=1C=C(CSCC=2C=C(C=CC2)NC(OC(C)(C)C)=O)C=CC1 (tert-Butyl (3-{[(3-nitrobenzyl)thio]methyl}phenyl)carbamate). The yield is 86.3%. As a reaction SMILES: C(=O)([O-])[O-].[Cs+].[Cs+].[N+:7]([C:10]1[CH:11]=[C:12]([CH2:16][SH:17])[CH:13]=[CH:14][CH:15]=1)([O-:9])=[O:8].CS(O[CH2:23][C:24]1[CH:29]=[CH:28][CH:27]=[C:26]([NH:30][C:31]([O:33][C:34]([CH3:37])([CH3:36])[CH3:35])=[O:32])[CH:25]=1)(=O)=O>CN(C)C=O.C(OCC)(=O)C>[N+:7]([C:10]1[CH:11]=[C:12]([CH:13]=[CH:14][CH:15]=1)[CH2:16][S:17][CH2:23][C:24]1[CH:25]=[C:26]([NH:30][C:31](=[O:32])[O:33][C:34]([CH3:36])([CH3:35])[CH3:37])[CH:27]=[CH:28][CH:29]=1)([O-:9])=[O:8] |f:0.1.2|. Procedure: A solution of cesium carbonate (0.57 g, 1.8 mmol) in N,N-dimethylformamide (1.8 mL) at 0° C. was treated with (3-nitrophenyl)methanethiol (0.22 mL, 1.6 mmol) dropwise and stirred at 0° C. for 10 min. The reaction mixture was treated with a solution of 3-[(tert-butoxycarbonyl)amino]benzyl methanesulfonate (0.41 g, 1.3 mmol) in N,N-dimethylformamide (2.4 mL) dropwise and stirred at 0° C. for 30 min. The reaction mixture was diluted with ethyl acetate (50 mL) and washed with water (40 mL) and brine... Starting materials: ClC1=CC=C(C=C1)S(=O)(=O)N1C2C(C(CC1CCC2)=O)=CO (9-(4-chlorophenylsulfonyl)-2-(hydroxymethylene)-9-azabicyclo[3.3.1]nonan-3-one), NC1=NNC=N1 (3-amino-1,2,4-triazole). Yields the product ClC1=CC=C(C=C1)S(=O)(=O)N1C2C=3C=NC4=NC=NN4C3CC1CCC2 (16-(4-Chloro-benzenesulfonyl)-4,6,8,9,16-pentaaza-tetracyclo[10,3,1,02,10,05,9]hexadeca-2(10),3,5,7-tetraene). As a reaction SMILES: [Cl:1][C:2]1[CH:7]=[CH:6][C:5]([S:8]([N:11]2[CH:16]3[CH2:17][CH2:18][CH2:19][CH:12]2[C:13](=[CH:21]O)[C:14](=O)[CH2:15]3)(=[O:10])=[O:9])=[CH:4][CH:3]=1.[NH2:23][C:24]1[N:28]=[CH:27][NH:26][N:25]=1>>[Cl:1][C:2]1[CH:7]=[CH:6][C:5]([S:8]([N:11]2[CH:16]3[CH2:17][CH2:18][CH2:19][CH:12]2[C:13]2[CH:21]=[N:23][C:24]4[N:25]([C:14]=2[CH2:15]3)[N:26]=[CH:27][N:28]=4)(=[O:10])=[O:9])=[CH:4][CH:3]=1. Procedure details: Prepared as described in Example 5 using 9-(4-chlorophenylsulfonyl)-2-(hydroxymethylene)-9-azabicyclo[3.3.1]nonan-3-one which was prepared as described in Example 34 and 3-amino-1,2,4-triazole